This data is from the Open Reaction Database (ORD), a public repository of structured organic reaction records. The task is: describe an organic reaction: reactants, conditions, products, and yield The reactants are C(N)(=N)C1=CC=C(C(=O)N2[C@H](C(=O)N3CCC(CC3)OCC(=O)OC(C)(C)C)C[C@H](C2)O)C=C1 (t-butyl [[1-[(4R)-1-(p-amidino-benzoyl)-4-hydroxy-L-prolyl]-4-piperidinyl]oxy]acetate), FC(C(=O)O)(F)F (trifluoroacetic acid). Run in ClCCl (dichloromethane). Product: FC(C(=O)O)(F)F.C(N)(=N)C1=CC=C(C(=O)N2[C@H](C(=O)N3CCC(CC3)OCC(=O)O)C[C@H](C2)O)C=C1 ([[1-[(4R)-1-(p-amidinobenzoyl)-4-hydroxy-L-prolyl]-4-piperidinyl]oxy]acetic acid trifluoroacetate). RXN SMILES: [C:1]([C:4]1[CH:34]=[CH:33][C:7]([C:8]([N:10]2[CH2:31][C@H:30]([OH:32])[CH2:29][C@H:11]2[C:12]([N:14]2[CH2:19][CH2:18][CH:17]([O:20][CH2:21][C:22]([O:24]C(C)(C)C)=[O:23])[CH2:16][CH2:15]2)=[O:13])=[O:9])=[CH:6][CH:5]=1)(=[NH:3])[NH2:2].[F:35][C:36]([F:41])([F:40])[C:37]([OH:39])=[O:38]>ClCCl>[F:35][C:36]([F:41])([F:40])[C:37]([OH:39])=[O:38].[C:1]([C:4]1[CH:34]=[CH:33][C:7]([C:8]([N:10]2[CH2:31][C@H:30]([OH:32])[CH2:29][C@H:11]2[C:12]([N:14]2[CH2:19][CH2:18][CH:17]([O:20][CH2:21][C:22]([OH:24])=[O:23])[CH2:16][CH2:15]2)=[O:13])=[O:9])=[CH:6][CH:5]=1)(=[NH:2])[NH2:3] |f:3.4|. Reported procedure: A solution of 1.60 g of t-butyl [[1-[(4R)-1-(p-amidino-benzoyl)-4-hydroxy-L-prolyl]-4-piperidinyl]oxy]acetate in 20 ml of dichloromethane and 20 ml of trifluoroacetic acid is stirred at room temperature for 2 hours and evaporated. The residue is dissolved in ethanol and treated with ether. Suction filtration and drying of the precipitate gives 1.25 g of [[1-[(4R)-1-(p-amidinobenzoyl)-4-hydroxy-L-prolyl]-4-piperidinyl]oxy]acetic acid trifluoroacetate. M.p. 220° C. RXN SMILES: [Cl:1][C:2]1[CH:3]=[C:4]([N:8]([CH3:22])[S:9]([C:12]2[CH:13]=[C:14]3[C:18](=[CH:19][CH:20]=2)[NH:17][C:16](=[O:21])[CH2:15]3)(=[O:11])=[O:10])[CH:5]=[CH:6][CH:7]=1.[N:23]1([CH2:28][CH2:29][O:30][C:31]2[CH:32]=[C:33]3[C:37](=[CH:38][CH:39]=2)[NH:36][C:35]([CH:40]=O)=[CH:34]3)[CH2:27][CH2:26][CH2:25][CH2:24]1>>[Cl:1][C:2]1[CH:3]=[C:4]([N:8]([CH3:22])[S:9]([C:12]2[CH:13]=[C:14]3[C:18](=[CH:19][CH:20]=2)[NH:17][C:16](=[O:21])[C:15]3=[CH:40][C:35]2[NH:36][C:37]3[C:33]([CH:34]=2)=[CH:32][C:31]([O:30][CH2:29][CH2:28][N:23]2[CH2:27][CH2:26][CH2:25][CH2:24]2)=[CH:39][CH:38]=3)(=[O:11])=[O:10])[CH:5]=[CH:6][CH:7]=1. Procedure details: 2-Oxo-2,3-dihydro-1H-indole-5-sulfonic acid (3-chloro-phenyl)-methyl-amide was condensed with 5-(2-pyrrolidin-1-yl-ethoxy)-1H-indole-2-carbaldehyde to give the title compound. Product: ClC=1C=C(C=CC1)N(S(=O)(=O)C=1C=C2C(C(NC2=CC1)=O)=CC=1NC2=CC=C(C=C2C1)OCCN1CCCC1)C (2-Oxo-3-[5-(2-pyrrolidin-1-yl-ethoxy)-1H-indol-2-ylmethylene]-2,3-dihydro-1H-indole-5-sulfonic acid (3-cloro-phenyl)-methyl-amide). The reactants are ClC=1C=C(C=CC1)N(S(=O)(=O)C=1C=C2CC(NC2=CC1)=O)C (2-Oxo-2,3-dihydro-1H-indole-5-sulfonic acid (3-chloro-phenyl)-methyl-amide), N1(CCCC1)CCOC=1C=C2C=C(NC2=CC1)C=O (5-(2-pyrrolidin-1-yl-ethoxy)-1H-indole-2-carbaldehyde). Starting materials: [H][H] (hydrogen), [H][H] (hydrogen), CC1(NC2=CC(=CC=C2C(=C1)C)C)C (2,2,4,7-tetramethyl-1,2-dihydroquinoline), [H][H] (hydrogen). The reagents and catalysts are [Rh] (rhodium). Reaction conditions: time 24 hour. Yields the product CC1(NC2CC(CCC2C(C1)C)C)C (2,2,4,7-tetramethyldecahydroquinoline), desired product. RXN SMILES: [CH3:1][C:2]1([CH3:14])[CH:11]=[C:10]([CH3:12])[C:9]2[C:4](=[CH:5][C:6]([CH3:13])=[CH:7][CH:8]=2)[NH:3]1.[H][H]>[Rh]>[CH3:1][C:2]1([CH3:14])[CH2:11][CH:10]([CH3:12])[CH:9]2[CH:4]([CH2:5][CH:6]([CH3:13])[CH2:7][CH2:8]2)[NH:3]1. Procedure: 2,2,4,7-tetramethyldecahydroquinoline was prepared by reacting 125 grams of 2,2,4,7-tetramethyl-1,2-dihydroquinoline with hydrogen using 3 grams of rhodium at 5% by weight on charcoal as the catalyst and operating at 185° C., a 1000 psig pressure, for 24 hours. The desired product was confirmed by NMR spectral analysis and its carbon, hydrogen, nitrogen content (calculated contents for C13H25N is the same as above and analyzed contents were 78.95% carbon, 13.30% hydrogen, and 6.80% nitrogen). Th...